From a dataset of the Open Reaction Database (ORD), a public repository of structured organic reaction records. describe an organic reaction: reactants, conditions, products, and yield Reactants: C1CCOC1, [Li]CCCC, CC(=O)Nc1ccc(Cl)cc1F, Cl, FC(F)(F)CI. Product: CC(=O)Nc1ccc(Cl)c(I)c1F. RXN SMILES: [CH2:25]1[O:26][CH2:27][CH2:28][CH2:29]1.[CH3:13][CH2:14][CH2:15][CH2:16][Li:17].[Cl:1][c:2]1[cH:3][c:4]([F:12])[c:5]([NH:8][C:9]([CH3:10])=[O:11])[cH:6][cH:7]1.[ClH:24].[F:18][C:19]([F:20])([F:22])[CH2:23][I:21]>>[Cl:1][c:2]1[c:3]([I:21])[c:4]([F:12])[c:5]([NH:8][C:9]([CH3:10])=[O:11])[cH:6][cH:7]1. Reactants: CS(=O)(=O)Cl, CCc1[nH]n(C2CCCC2)c2nc(-c3ccc(N)cc3)nc(=O)c1-2, Cl, O, c1ccncc1. The product is CCc1[nH]n(C2CCCC2)c2nc(-c3ccc(NS(C)(=O)=O)cc3)nc(=O)c1-2. RXN SMILES: [CH3:26][S:27]([Cl:28])(=[O:29])=[O:30].[CH:2]1([n:7]2[nH:8][c:9]([CH2:24][CH3:25])[c:10]3[c:15](=[O:16])[n:14][c:13](-[c:17]4[cH:18][cH:19][c:20]([NH2:23])[cH:21][cH:22]4)[n:12][c:11]2-3)[CH2:3][CH2:4][CH2:5][CH2:6]1.[ClH:1].[OH2:31].[cH:32]1[cH:33][cH:34][n:35][cH:36][cH:37]1>>[CH:2]1([n:7]2[nH:8][c:9]([CH2:24][CH3:25])[c:10]3[c:15](=[O:16])[n:14][c:13](-[c:17]4[cH:18][cH:19][c:20]([NH:23][S:27]([CH3:26])(=[O:29])=[O:30])[cH:21][cH:22]4)[n:12][c:11]2-3)[CH2:3][CH2:4][CH2:5][CH2:6]1.